From a dataset of the Open Reaction Database (ORD), a public repository of structured organic reaction records. describe an organic reaction: reactants, conditions, products, and yield The reactants are C1(CCCCC1)CN1C=C(C2=CC=CC(=C12)OC)C(=O)N (1-cyclohexylmethyl-7-methoxy-1H-indole-3-carboxylic acid amide), COC(C(C=O)Cl)=O (2-chloro-3-oxo-propionic acid methyl ester), [H-].[Al+3].[Li+].[H-].[H-].[H-] (Lithium aluminum hydride), COC(=O)C1=CN=C(O1)C1=CN(C2=C(C=CC=C12)OC)CC1CCCCC1 (2-(1-cyclohexylmethyl-7-methoxy-1H-indol-3-yl)-oxazole-5-carboxylic acid methyl ester), C1(CCCCC1)CN1C=C(C2=CC=CC(=C12)OC)C=1OC=CN1 (1-cyclohexylmethyl-7-methoxy-3-oxazol-2-yl-1H-indole), O.O.O.O.O.O.O.O.O.O.S(=O)(=O)([O-])[O-].[Na+].[Na+] (sodium sulfate decahydrate), COC(=O)C1=CN=C(O1)C1=CN(C2=C(C=CC=C12)OC)CC1CCCCC1 (2-(1-cyclohexylmethyl-7-methoxy-1H-indol-3-yl)-oxazole-5-carboxylic acid methyl ester), C1(CCCCC1)CN1C=C(C2=CC=CC(=C12)OC)C=1OC=CN1 (1-cyclohexylmethyl-7-methoxy-3-oxazol-2-yl-1H-indole). Solvent: CC(=O)N(C)C (dimethylacetamide), C(C)OCC (diethyl ether), O1CCCC1 (tetrahydrofuran), ClCCl (dichloromethane). Reaction conditions: temperature 0 celsius, time 30 minute. Yields the product C1(CCCCC1)CN1C=C(C2=CC=CC(=C12)OC)C=1OC(=CN1)CO ([2-(1-cyclohexylmethyl-7-methoxy-1H-indol-3-yl)-oxazol-5-yl]-methanol). Reaction SMILES: C1(CN2C3C(=CC=CC=3OC)C(C(N)=O)=C2)CCCCC1.COC(=O)C(Cl)C=O.C[O:31][C:32]([C:34]1[O:38][C:37]([C:39]2[C:47]3[C:42](=[C:43]([O:48][CH3:49])[CH:44]=[CH:45][CH:46]=3)[N:41]([CH2:50][CH:51]3[CH2:56][CH2:55][CH2:54][CH2:53][CH2:52]3)[CH:40]=2)=[N:36][CH:35]=1)=O.C1(CN2C3C(=CC=CC=3OC)C(C3OC=CN=3)=C2)CCCCC1.[H-].[Al+3].[Li+].[H-].[H-].[H-].O.O.O.O.O.O.O.O.O.O.S([O-])([O-])(=O)=O.[Na+].[Na+]>ClCCl.O1CCCC1.C(OCC)C.CC(N(C)C)=O>[CH:51]1([CH2:50][N:41]2[C:42]3[C:47](=[CH:46][CH:45]=[CH:44][C:43]=3[O:48][CH3:49])[C:39]([C:37]3[O:38][C:34]([CH2:32][OH:31])=[CH:35][N:36]=3)=[CH:40]2)[CH2:56][CH2:55][CH2:54][CH2:53][CH2:52]1 |f:4.5.6.7.8.9,10.11.12.13.14.15.16.17.18.19.20.21.22|. Procedure: A mixture of 1-cyclohexylmethyl-7-methoxy-1H-indole-3-carboxylic acid amide (563 mg, 1.97 mmol), 2-chloro-3-oxo-propionic acid methyl ester (Gangjee et al., J. Med. Chem. 44, 1993-2003, 2001; 1.48 g, 9.85 mmol) and dimethylacetamide (10 ml) was subjected to microwave irradiation at 90° C. for 2×5 minutes using an Emrys™ Optimizer EXP. The reaction mixture was diluted with dichloromethane (150 ml), then washed with 5% aqueous magnesium sulfate (2×100 ml) and brine (150 ml). The organic extracts w... Starting materials: O=C([O-])[O-], CN(C)C=O, O=Cc1cc(F)c([N+](=O)[O-])cc1O, CI, [K+], [K+], O. The product is COc1cc([N+](=O)[O-])c(F)cc1C=O. Reaction SMILES: [C:1]([O-:2])([O-:3])=[O:4].[CH3:23][N:24]([CH3:25])[CH:26]=[O:27].[F:9][c:10]1[c:11]([N+:19](=[O:20])[O-:21])[cH:12][c:13]([OH:18])[c:14]([CH:15]=[O:16])[cH:17]1.[I:7][CH3:8].[K+:5].[K+:6].[OH2:22]>>[CH3:1][O:4][c:13]1[cH:12][c:11]([N+:19](=[O:20])[O-:21])[c:10]([F:9])[cH:17][c:14]1[CH:15]=[O:16]. Reactants: CC1=NN=C(O1)N (5-Methyl-[1,3,4]oxadiazol-2-ylamine), [H-].[Na+] (sodium hydride), [N+](=O)([O-])C1=CC=C(C=C1)OC(=O)N1CC(C1)OC1=NC=C(C=C1)C1=C(C=CC=C1)F (3-[5-(2-Fluoro-phenyl)-pyridin-2-yloxy]-azetidine-1-carboxylic acid 4-nitro-phenyl ester). Run in CN(C)C=O (DMF), CN(C)C=O (DMF). Run at time 16 hour. Product: CC1=NN=C(O1)NC(=O)N1CC(C1)OC1=NC=C(C=C1)C1=C(C=CC=C1)F (3-[5-(2-Fluoro-phenyl)-pyridin-2-yloxy]-azetidine-1-carboxylic acid (5-methyl-[1,3,4]oxadiazol-2-yl)-amide). The yield is 11.0%. Reaction SMILES: [CH3:1][C:2]1[O:6][C:5]([NH2:7])=[N:4][N:3]=1.[H-].[Na+].[N+](C1C=CC([O:19][C:20]([N:22]2[CH2:25][CH:24]([O:26][C:27]3[CH:32]=[CH:31][C:30]([C:33]4[CH:38]=[CH:37][CH:36]=[CH:35][C:34]=4[F:39])=[CH:29][N:28]=3)[CH2:23]2)=O)=CC=1)([O-])=O>CN(C=O)C>[CH3:1][C:2]1[O:6][C:5]([NH:7][C:20]([N:22]2[CH2:23][CH:24]([O:26][C:27]3[CH:32]=[CH:31][C:30]([C:33]4[CH:38]=[CH:37][CH:36]=[CH:35][C:34]=4[F:39])=[CH:29][N:28]=3)[CH2:25]2)=[O:19])=[N:4][N:3]=1 |f:1.2|. Procedure: To a solution of 5-Methyl-[1,3,4]oxadiazol-2-ylamine (31 mg, 0.31 mmol, [Cas. No. 52838-39-8]) in DMF (3 mL) at 0° C. was added sodium hydride (20 mg, 0.5 mmol, 60% disp. in mineral oil). After stirring at 0° C. for 15 min. a solution of 3-[5-(2-Fluoro-phenyl)-pyridin-2-yloxy]-azetidine-1-carboxylic acid 4-nitro-phenyl ester (102 mg, 0.25 mmol) in DMF (4 mL) was added dropwise. After stirring for 16 hrs at ambient temperature the reaction mixture was concentrated in vacuo, diluted with ethyl ace... The reactants are C(C)(=O)[O-].[Na+] (Sodium acetate), N1CCNCCNCCNCC1 (1,4,7,10 tetraazacyclododecane), C(C)(C)(C)OC(CBr)=O (bromoacetic acid t-butyl ester). The solvent is CN(C(C)=O)C (N, N-dimethylacetamide), CN(C(C)=O)C (DMA). Conditions: time 6 day. The product is C(C)(C)(C)OC(CN1CCNCCN(CCN(CC1)CC(=O)OC(C)(C)C)CC(=O)OC(C)(C)C)=O (1,4,7,10-Tetraazacyclododecane-4,7,10-triacetic acid tri-t-butyl ester). As a reaction SMILES: [C:1]([O-:4])(=[O:3])[CH3:2].[Na+].[NH:6]1[CH2:17][CH2:16][NH:15][CH2:14][CH2:13][NH:12][CH2:11][CH2:10][NH:9][CH2:8][CH2:7]1.[C:18]([O:22][C:23](=[O:26])[CH2:24]Br)([CH3:21])([CH3:20])[CH3:19]>CN(C)C(=O)C>[C:18]([O:3][C:1](=[O:4])[CH2:2][N:6]1[CH2:17][CH2:16][N:15]([CH2:24][C:23]([O:22][C:18]([CH3:21])([CH3:20])[CH3:19])=[O:26])[CH2:14][CH2:13][N:12]([CH2:24][C:23]([O:22][C:18]([CH3:21])([CH3:20])[CH3:19])=[O:26])[CH2:11][CH2:10][NH:9][CH2:8][CH2:7]1)([CH3:21])([CH3:20])[CH3:19] |f:0.1|. Procedure: Sodium acetate (1.23 g, 15 mmol) was added to a stirred suspension of 1,4,7,10 tetraazacyclododecane (0.864 g, 5 mmol) (prepared in accordance with J. Am. Chem. Soc. 96 2268 (1974) and Liebigs Ann. Chem. 1340 (1977)) in N, N-dimethylacetamide (DMA) (15 ml) at ambient temperature. A solution of bromoacetic acid t-butyl ester (2.93 g, 15 mmol) in DMA (8 ml) was added dropwise to the stirred mixture, and the mixture was stirred at ambient temperature for 6 days. The solvent was evaporated and 1,4,7... Reactants: C(C)N(CC)S(F)(F)F ((diethylamino)sulfur trifluoride), ClCCl (dichloromethane), OCC=1C(=NC(=NC1C)NC1=CC=C(C=C1)F)N1C(C2=CC=CC=C2CC1)C (5-hydroxymethyl-6-methyl-2-(4-fluorophenylamino)-4-(1-methyl-1,2,3,4-tetrahydroisoquinolin-2-yl)pyrimidine). The product is Cl.FCC=1C(=NC(=NC1C)NC1=CC=C(C=C1)F)N1C(C2=CC=CC=C2CC1)C (5-fluoromethyl-6-methyl-2-(4-fluorophenylamino)-4-(1-methyl-1,2,3,4-tetrahydroisoquinolin-2-yl)-pyrimidine hydrochloride). Yield: 14.0%. Reaction SMILES: O[CH2:2][C:3]1[C:4]([N:18]2[CH2:27][CH2:26][C:25]3[C:20](=[CH:21][CH:22]=[CH:23][CH:24]=3)[CH:19]2[CH3:28])=[N:5][C:6]([NH:10][C:11]2[CH:16]=[CH:15][C:14]([F:17])=[CH:13][CH:12]=2)=[N:7][C:8]=1[CH3:9].C(N(S(F)(F)[F:35])CC)C.[Cl:38]CCl>>[ClH:38].[F:35][CH2:2][C:3]1[C:4]([N:18]2[CH2:27][CH2:26][C:25]3[C:20](=[CH:21][CH:22]=[CH:23][CH:24]=3)[CH:19]2[CH3:28])=[N:5][C:6]([NH:10][C:11]2[CH:16]=[CH:15][C:14]([F:17])=[CH:13][CH:12]=2)=[N:7][C:8]=1[CH3:9] |f:3.4|. Procedure details: The same procedures as in Example 24 above were repeated using 5-hydroxymethyl-6-methyl-2-(4-fluorophenylamino)-4-(1-methyl-1,2,3,4-tetrahydroisoquinolin-2-yl)pyrimidine (0.19 g, 0.5mmol) prepared in accordance with WO 98/43968, dichloromethane (5 ml), and (diethylamino)sulfur trifluoride (0.15 ml, 2.26 mmol) to afford 27 mg (14%) of the titled compound.